Dataset: the Open Reaction Database (ORD), a public repository of structured organic reaction records. Task: describe an organic reaction: reactants, conditions, products, and yield Reactants: C(C1=CC=CC=C1)OC1=CC(=C(C(=O)O)C=C1OC)[N+](=O)[O-] (4-benzyloxy-5-methoxy 2-nitrobenzoic acid), O.O.Cl[Sn]Cl (SnCl2.2H2O). Solvent: CO (MeOH). The product is NC1=C(C(=O)O)C=C(C(=C1)OCC1=CC=CC=C1)OC (2-Amino-4-benzyloxy-5-methoxybenzoic Acid). RXN SMILES: [CH2:1]([O:8][C:9]1[C:17]([O:18][CH3:19])=[CH:16][C:12]([C:13]([OH:15])=[O:14])=[C:11]([N+:20]([O-])=O)[CH:10]=1)[C:2]1[CH:7]=[CH:6][CH:5]=[CH:4][CH:3]=1.O.O.Cl[Sn]Cl>CO>[NH2:20][C:11]1[CH:10]=[C:9]([O:8][CH2:1][C:2]2[CH:3]=[CH:4][CH:5]=[CH:6][CH:7]=2)[C:17]([O:18][CH3:19])=[CH:16][C:12]=1[C:13]([OH:15])=[O:14] |f:1.2.3|. Procedure details: A solution of 4-benzyloxy-5-methoxy 2-nitrobenzoic acid (18.18 g, 60 mmol)(D. E. Thurston et al., Synthesis (1990), 81) and SnCl2.2H2O (137 g, 0.6 mol) (Showa Chemical Company, Japan) in MeOH (800 mL) was stirred at 70° C. for 5 h. The mixture was concentrated under vacuum to a thick syrup. Ethyl acetate (300 mL) was then added. The organic phase was washed with water until it turned to a clear solution, then washed with brine, and dried over MgSO4. After removal of solvent, the crude was recrys... Reactants: resultant mixture, Cl.NO (hydroxylamine hydrochloride), C(C)(C)N(C(C)C)CC (N,N-diisopropylethylamine), C(C)OC(NC(NC1=NC(=CN=C1C)C)=S)=O (ethyl-N-[(3,6-dimethylpyrazin-2-yl)carbamothioyl]carbamate), resultant mixture. Run in O (water), C(C)O (ethanol). Conditions: temperature 25 celsius, time 10 minute. Product: CC1=CN=C(C=2N1N=C(N2)N)C (5,8-dimethyl-[1,2,4]triazolo[1,5-a]pyrazin-2-ylamine). Yield: 37.4%. RXN SMILES: Cl.NO.C([N:7](CC)C(C)C)(C)C.C(OC(=O)[NH:17][C:18](=S)[NH:19][C:20]1[C:25]([CH3:26])=[N:24][CH:23]=[C:22]([CH3:27])[N:21]=1)C>C(O)C.O>[CH3:27][C:22]1[N:21]2[N:7]=[C:18]([NH2:17])[N:19]=[C:20]2[C:25]([CH3:26])=[N:24][CH:23]=1 |f:0.1|. Procedure details: A mixture of hydroxylamine hydrochloride (13.68 g, 196.85 mmol) and N,N-diisopropylethylamine (20.6 ml, 118.11 mmol) in ethanol (200 ml) was stirred for 10 minutes at 25° C. To this mixture was then added ethyl-N-[(3,6-dimethylpyrazin-2-yl)carbamothioyl]carbamate (10 g, 39.37 mmol), and the resultant mixture was heated under reflux for 16 hours. The resultant mixture was diluted with water (100 ml), stirred for 10 min, and extracted twice with ethyl acetate. The combined organic layers were wash...